From a dataset of the Open Reaction Database (ORD), a public repository of structured organic reaction records. describe an organic reaction: reactants, conditions, products, and yield Starting materials: CSc1sc(C(=N)NC(=O)OC(C)(C)C)cc1S(=O)(=O)c1cccc(-c2c(C)cc(NC(=O)OCC[Si](C)(C)C)cc2NC(=O)NCCCCCC(=O)O)c1, C1CCOC1, CCCC[N+](CCCC)(CCCC)CCCC, [F-]. Yields the product CSc1sc(C(=N)NC(=O)OC(C)(C)C)cc1S(=O)(=O)c1cccc(-c2c(C)cc(N)cc2NC(=O)NCCCCCC(=O)O)c1. Reaction SMILES: [C:1]([CH3:2])([CH3:3])([CH3:4])[O:5][C:6](=[O:7])[NH:8][C:9]([c:10]1[cH:11][c:12]([S:17](=[O:18])(=[O:19])[c:20]2[cH:21][c:22](-[c:26]3[c:27]([NH:43][C:44]([NH:45][CH2:46][CH2:47][CH2:48][CH2:49][CH2:50][C:51](=[O:52])[OH:53])=[O:54])[cH:28][c:29]([NH:33][C:34]([O:35][CH2:36][CH2:37][Si:38]([CH3:39])([CH3:40])[CH3:41])=[O:42])[cH:30][c:31]3[CH3:32])[cH:23][cH:24][cH:25]2)[c:13]([S:15][CH3:16])[s:14]1)=[NH:55].[CH2:74]1[O:75][CH2:76][CH2:77][CH2:78]1.[CH3:57][CH2:58][CH2:59][CH2:60][N+:61]([CH2:62][CH2:63][CH2:64][CH3:65])([CH2:66][CH2:67][CH2:68][CH3:69])[CH2:70][CH2:71][CH2:72][CH3:73].[F-:56]>>[C:1]([CH3:2])([CH3:3])([CH3:4])[O:5][C:6](=[O:7])[NH:8][C:9]([c:10]1[cH:11][c:12]([S:17](=[O:18])(=[O:19])[c:20]2[cH:21][c:22](-[c:26]3[c:27]([NH:43][C:44]([NH:45][CH2:46][CH2:47][CH2:48][CH2:49][CH2:50][C:51](=[O:52])[OH:53])=[O:54])[cH:28][c:29]([NH2:33])[cH:30][c:31]3[CH3:32])[cH:23][cH:24][cH:25]2)[c:13]([S:15][CH3:16])[s:14]1)=[NH:55]. Starting materials: ClP(Cl)(Cl)(Cl)Cl, O=P(Cl)(Cl)Cl, O=c1[nH]c2cc(-c3ccccc3)nnc2c2ccccc12. Yields the product Clc1nc2cc(-c3ccccc3)nnc2c2ccccc12. Reaction SMILES: [Cl:22][P:23]([Cl:24])([Cl:25])([Cl:26])[Cl:27].[P:28]([Cl:29])([Cl:30])([Cl:31])=[O:32].[c:1]1(-[c:7]2[cH:8][c:9]3[nH:10][c:11](=[O:21])[c:12]4[cH:13][cH:14][cH:15][cH:16][c:17]4[c:18]3[n:19][n:20]2)[cH:2][cH:3][cH:4][cH:5][cH:6]1>>[c:1]1(-[c:7]2[cH:8][c:9]3[n:10][c:11]([Cl:22])[c:12]4[cH:13][cH:14][cH:15][cH:16][c:17]4[c:18]3[n:19][n:20]2)[cH:2][cH:3][cH:4][cH:5][cH:6]1. Starting materials: BrC1=CC=C(C=C1)N1CCC(CC1)OC1=CC=NC=C1 (4-[1-(4-bromophenyl)piperidin-4-yloxy]pyridine), C(C)(=O)OCC (ethyl acetate), C(C)(C)(C)OC(=O)N1CCNC2=CC=CC=C12 (3,4-dihydro-2H-quinoxaline-1-carboxylic acid tert-butyl ester), CC(C)([O-])C.[Na+] (sodium tert-butoxide). The reagents and catalysts are C(C)(C)(C)P(C(C)(C)C)C(C)(C)C (tri(tert-butyl)phosphine), C(C)(=O)[O-].[Pd+2].C(C)(=O)[O-] (palladium acetate). Run in CC=1C=CC=CC1C (o-xylene). Run at temperature 150 celsius. Yields the product C(C)(C)(C)OC(=O)N1CCN(C2=CC=CC=C12)C1=CC=C(C=C1)N1CCC(CC1)OC1=CC=NC=C1 (4-{4-[4-(pyridin-4-yloxy)piperidin-1-yl]phenyl}-3,4-dihydro-2H-quinoxaline-1-carboxylic acid tert-butyl ester). The yield is 62.8%. RXN SMILES: Br[C:2]1[CH:7]=[CH:6][C:5]([N:8]2[CH2:13][CH2:12][CH:11]([O:14][C:15]3[CH:20]=[CH:19][N:18]=[CH:17][CH:16]=3)[CH2:10][CH2:9]2)=[CH:4][CH:3]=1.[C:21]([O:25][C:26]([N:28]1[C:37]2[C:32](=[CH:33][CH:34]=[CH:35][CH:36]=2)[NH:31][CH2:30][CH2:29]1)=[O:27])([CH3:24])([CH3:23])[CH3:22].CC(C)([O-])C.[Na+].C(OCC)(=O)C>CC1C=CC=CC=1C.C([O-])(=O)C.[Pd+2].C([O-])(=O)C.C(P(C(C)(C)C)C(C)(C)C)(C)(C)C>[C:21]([O:25][C:26]([N:28]1[C:37]2[C:32](=[CH:33][CH:34]=[CH:35][CH:36]=2)[N:31]([C:2]2[CH:7]=[CH:6][C:5]([N:8]3[CH2:13][CH2:12][CH:11]([O:14][C:15]4[CH:20]=[CH:19][N:18]=[CH:17][CH:16]=4)[CH2:10][CH2:9]3)=[CH:4][CH:3]=2)[CH2:30][CH2:29]1)=[O:27])([CH3:24])([CH3:22])[CH3:23] |f:2.3,6.7.8|. Reported procedure: 1.2 g of 4-[1-(4-bromophenyl)piperidin-4-yloxy]pyridine are placed in 20 ml of anhydrous o-xylene. 0.844 g of 3,4-dihydro-2H-quinoxaline-1-carboxylic acid tert-butyl ester is added, then 0.519 g of sodium tert-butoxide is added, followed by 0.032 g of palladium acetate, and then addition is completed with 0.029 g of tri(tert-butyl)phosphine. The reaction mixture is heated at 150° C. for 6 h. Heating is subsequently halted, the mixture is brought back to ambient temperature and ethyl acetate is a... Starting materials: C1(CCC(=O)O1)=O (Succinic anhydride), ONC(C1=CC=C(C=C1)S(=O)(=O)C)=N (N-hydroxy-4-methanesulfonyl-benzamidine). Run in CN(C)C=O (DMF). Run at temperature 120 celsius. The product is CS(=O)(=O)C1=CC=C(C=C1)C1=NOC(=N1)CCC(=O)O (3-[3-(4-methanesulfonyl-phenyl)-[1,2,4]oxadiazol-5-yl]-propionic acid). RXN SMILES: [C:1]1(=[O:7])[O:6][C:4](=[O:5])[CH2:3][CH2:2]1.O[NH:9][C:10](=[NH:21])[C:11]1[CH:16]=[CH:15][C:14]([S:17]([CH3:20])(=[O:19])=[O:18])=[CH:13][CH:12]=1>CN(C=O)C>[CH3:20][S:17]([C:14]1[CH:13]=[CH:12][C:11]([C:10]2[N:9]=[C:1]([CH2:2][CH2:3][C:4]([OH:6])=[O:5])[O:7][N:21]=2)=[CH:16][CH:15]=1)(=[O:18])=[O:19]. Reported procedure: Succinic anhydride (85 mg, 0.85 mmol) and N-hydroxy-4-methanesulfonyl-benzamidine (180 mg, 0.85 mmol) were dissolved in 2.0 mL of DMF and heated at 120° C. overnight. The cooled solution was evaporated and dried to yield 3-[3-(4-methanesulfonyl-phenyl)-[1,2,4]oxadiazol-5-yl]-propionic acid which was used without further purification. Starting materials: C(#N)C1=CC=NO1 (5-cyanoisoxazole), NC=1SC(=CC1C(=O)OCC)[N+](=O)[O-] (2-amino-5-nitro-3-ethoxycarbonyl-thiophene), O=P(Cl)(Cl)Cl (POCl3). Reported procedure: With the procedure of Example 477, the reaction of 5-cyanoisoxazole and 2-amino-5-nitro-3-ethoxycarbonyl-thiophene, and the subsequent reaction with POCl3 yields 4-chloro-2-(isoxazol-5-yl)-6-nitro-thieno-[2,3-d]-pyrimidine The product is ClC=1C2=C(N=C(N1)C1=CC=NO1)SC(=C2)[N+](=O)[O-] (4-chloro-2-(isoxazol-5-yl)-6-nitro-thieno-[2,3-d]-pyrimidine). As a reaction SMILES: [C:1]([C:3]1[O:7][N:6]=[CH:5][CH:4]=1)#[N:2].[NH2:8][C:9]1[S:10][C:11]([N+:19]([O-:21])=[O:20])=[CH:12][C:13]=1[C:14](OCC)=O.O=P(Cl)(Cl)[Cl:24]>>[Cl:24][C:14]1[C:13]2[CH:12]=[C:11]([N+:19]([O-:21])=[O:20])[S:10][C:9]=2[N:8]=[C:1]([C:3]2[O:7][N:6]=[CH:5][CH:4]=2)[N:2]=1.